This data is from the Open Reaction Database (ORD), a public repository of structured organic reaction records. The task is: describe an organic reaction: reactants, conditions, products, and yield As a reaction SMILES: [C:1]([O:2][C:3](=[O:4])[N:8]1[CH2:9][CH:10]([C:14]([CH3:15])([CH3:16])[C:17](=[O:18])[O:19][CH3:20])[CH2:11][CH2:12][CH2:13]1)([CH3:5])([CH3:6])[CH3:7].[ClH:21].[O:22]1[CH2:23][CH2:24][O:25][CH2:26][CH2:27]1>>[ClH:21].[NH:8]1[CH2:9][CH:10]([C:14]([CH3:15])([CH3:16])[C:17](=[O:18])[O:19][CH3:20])[CH2:11][CH2:12][CH2:13]1. The product is Cl, COC(=O)C(C)(C)C1CCCNC1. Starting materials: COC(=O)C(C)(C)C1CCCN(C(=O)OC(C)(C)C)C1, Cl, C1COCCO1. The reactants are CCO, CCOC(=O)C=Cc1ccc2c(c1)CC(=O)CCC2. Product: CCOC(=O)CCc1ccc2c(c1)CC(=O)CCC2. RXN SMILES: [CH3:20][CH2:21][OH:22].[O:1]=[C:2]1[CH2:3][CH2:4][CH2:5][c:6]2[c:7]([cH:9][c:10]([CH:13]=[CH:14][C:15](=[O:16])[O:17][CH2:18][CH3:19])[cH:11][cH:12]2)[CH2:8]1>>[O:1]=[C:2]1[CH2:3][CH2:4][CH2:5][c:6]2[c:7]([cH:9][c:10]([CH2:13][CH2:14][C:15](=[O:16])[O:17][CH2:18][CH3:19])[cH:11][cH:12]2)[CH2:8]1. As a reaction SMILES: [C:33]([O:34][CH2:35][CH3:36])(=[O:37])[CH3:38].[CH3:40][CH2:41][O:42][C:43](=[O:44])[CH3:45].[CH:1]1([c:4]2[n:5][c:6]3[n:7]([cH:8][c:9]([N+:12]([O-:13])=[O:14])[cH:10][cH:11]3)[c:15]2[CH3:16])[CH2:2][CH2:3]1.[ClH:39].[F:17][c:18]1[cH:19][cH:20][c:21](-[c:24]2[n:25][cH:26][c:27]([C:30](=[O:31])[OH:32])[n:28][cH:29]2)[cH:22][cH:23]1>>[CH:1]1([c:4]2[n:5][c:6]3[n:7]([cH:8][c:9]([NH:12][C:30]([c:27]4[cH:26][n:25][c:24](-[c:21]5[cH:20][cH:19][c:18]([F:17])[cH:23][cH:22]5)[cH:29][n:28]4)=[O:31])[cH:10][cH:11]3)[c:15]2[CH3:16])[CH2:2][CH2:3]1.[ClH:39]. The product is Cc1c(C2CC2)nc2ccc(NC(=O)c3cnc(-c4ccc(F)cc4)cn3)cn12, Cl. Reactants: CCOC(C)=O, CCOC(C)=O, Cc1c(C2CC2)nc2ccc([N+](=O)[O-])cn12, Cl, O=C(O)c1cnc(-c2ccc(F)cc2)cn1. The reactants are ClC1=CC=C(C=C1)C1(CCN(CC1)CCC=C1C2=C(N(C(C3=C1C=CC=C3)=O)CC(=O)OCC)C=CC=C2)O (4-(4-Chlorophenyl)-1-[3-(6,11-dihydro-5-ethoxycarbonylmethyl-6-oxo-5H-dibenz[b,e]azepin-11-ylidene)propyl]piperidin-4-ol), [OH-].[Na+] (sodium hydroxide), C(C)(=O)OCC (ethyl acetate). The solvent is Cl (hydrogen chloride), C(C)OCC (diethyl ether). Run at time 24 hour. Yields the product C(=O)(O)CN1C2=C(C(C3=C(C1=O)C=CC=C3)=CCCN3CCC(CC3)(O)C3=CC=C(C=C3)Cl)C=CC=C2 (1-[3-(5-Carboxymethyl-6,11-dihydro-6-oxo-5H-dibenz[b,e]azepin-11-ylidene)propyl]-4-(4-chlorophenyl)-piperidin-4-ol). Isolated yield 26.4%. As a reaction SMILES: [Cl:1][C:2]1[CH:7]=[CH:6][C:5]([C:8]2([OH:39])[CH2:13][CH2:12][N:11]([CH2:14][CH2:15][CH:16]=[C:17]3[C:23]4[CH:24]=[CH:25][CH:26]=[CH:27][C:22]=4[C:21](=[O:28])[N:20]([CH2:29][C:30]([O:32]CC)=[O:31])[C:19]4[CH:35]=[CH:36][CH:37]=[CH:38][C:18]3=4)[CH2:10][CH2:9]2)=[CH:4][CH:3]=1.[OH-].[Na+].C(OCC)(=O)C>Cl.C(OCC)C>[C:30]([CH2:29][N:20]1[C:21](=[O:28])[C:22]2[CH:27]=[CH:26][CH:25]=[CH:24][C:23]=2[C:17](=[CH:16][CH2:15][CH2:14][N:11]2[CH2:10][CH2:9][C:8]([C:5]3[CH:4]=[CH:3][C:2]([Cl:1])=[CH:7][CH:6]=3)([OH:39])[CH2:13][CH2:12]2)[C:18]2[CH:38]=[CH:37][CH:36]=[CH:35][C:19]1=2)([OH:32])=[O:31] |f:1.2|. Procedure: 4-(4-Chlorophenyl)-1-[3-(6,11-dihydro-5-ethoxycarbonylmethyl-6-oxo-5H-dibenz[b,e]azepin-11-ylidene)propyl]piperidin-4-ol (Example 18)(1.0 g) was solved in 1M hydrogen chloride in diethyl ether and stirred at room temperature for 24 hours. Aqueous sodium hydroxide and ethyl acetate were added to the reaction mixture, the aqueous layer was separated and neutralized with dilute hydrochloric acid. The precipitation was filtered to give the titled compound (250 mg). Procedure details: The title compound was prepared from 3-(5,6-dimethyl-[1,2,4]triazin-3-yl)-benzoic acid methyl ester [prepared by the following procedure: A solution of 3-chlorocarbonyl-benzoic acid methyl ester (31.6 g, 0.15 mol) in Et2O (0.15 l) was added over 15 min at 0-5° C. to a solution of hydrazinecarboxylic acid tert-butyl ester (19.9 g, 0.1 mol) and pyridine (13.3 ml, 0.165 mol) in Et2O (0.6 l). The mixture was stirred for 1 h at 0° C. and for 1 h at RT, diluted with AcOEt and washed successively with ... Product: C(C)(C)(C)OC(CC(=O)C1=CC(=CC=C1)C=1N=NC(=C(N1)C)C)=O (3-[3-(5,6-Dimethyl-[1,2,4]triazin-3-yl)-phenyl]-3-oxo-propionic acid tert-butyl ester), C(C)(C)(C)OC(=O)NNC(=O)C=1C=C(C(=O)O)C=CC1 (3-(N′-tert-butoxycarbonyl-hydrazinocarbonyl)-benzoic acid). Conditions: temperature 0 celsius, time 1 hour. Run in CCOC(=O)C (AcOEt), CCOCC (Et2O), CCOCC (Et2O). Reaction SMILES: CO[C:3](=[O:18])[C:4]1[CH:9]=[CH:8][CH:7]=[C:6]([C:10]2[N:11]=[N:12][C:13]([CH3:17])=[C:14]([CH3:16])[N:15]=2)[CH:5]=1.[CH3:19][O:20][C:21](=[O:31])[C:22]1[CH:27]=[CH:26][CH:25]=[C:24]([C:28](Cl)=[O:29])[CH:23]=1.[C:32]([O:36][C:37]([NH:39][NH2:40])=[O:38])([CH3:35])([CH3:34])[CH3:33].N1C=CC=CC=1>CCOCC.CCOC(C)=O>[C:32]([O:36][C:37](=[O:38])[CH2:19][C:3]([C:4]1[CH:9]=[CH:8][CH:7]=[C:6]([C:10]2[N:11]=[N:12][C:13]([CH3:17])=[C:14]([CH3:16])[N:15]=2)[CH:5]=1)=[O:18])([CH3:35])([CH3:34])[CH3:33].[C:32]([O:36][C:37]([NH:39][NH:40][C:28]([C:24]1[CH:23]=[C:22]([CH:27]=[CH:26][CH:25]=1)[C:21]([OH:20])=[O:31])=[O:29])=[O:38])([CH3:35])([CH3:34])[CH3:33]. The reactants are COC(C1=CC(=CC=C1)C=1N=NC(=C(N1)C)C)=O (3-(5,6-dimethyl-[1,2,4]triazin-3-yl)-benzoic acid methyl ester), COC(C1=CC(=CC=C1)C(=O)Cl)=O (3-chlorocarbonyl-benzoic acid methyl ester), C(C)(C)(C)OC(=O)NN (hydrazinecarboxylic acid tert-butyl ester), N1=CC=CC=C1 (pyridine). Reactants: O=C([O-])[O-], CC#N, CCOC(C)=O, ON=Cc1ccccc1O, [Cs+], [Cs+], Ic1ccsc1, O, O=c1ccn(-c2cccc(C(F)(F)F)c2)nc1-c1ccn[nH]1. Product: O=c1ccn(-c2cccc(C(F)(F)F)c2)nc1-c1ccnn1-c1ccsc1. Reaction SMILES: [C:11](=[O:12])([O-:13])[O-:14].[CH3:45][C:46]#[N:47].[CH3:48][CH2:49][O:50][C:51]([CH3:52])=[O:53].[CH:1](=[N:2][OH:3])[c:4]1[c:5]([OH:10])[cH:6][cH:7][cH:8][cH:9]1.[Cs+:15].[Cs+:16].[I:39][c:40]1[cH:41][s:42][cH:43][cH:44]1.[OH2:54].[nH:17]1[n:18][cH:19][cH:20][c:21]1-[c:22]1[n:23][n:24](-[c:29]2[cH:30][c:31]([C:35]([F:36])([F:37])[F:38])[cH:32][cH:33][cH:34]2)[cH:25][cH:26][c:27]1=[O:28]>>[n:17]1(-[c:40]2[cH:41][s:42][cH:43][cH:44]2)[n:18][cH:19][cH:20][c:21]1-[c:22]1[n:23][n:24](-[c:29]2[cH:30][c:31]([C:35]([F:36])([F:37])[F:38])[cH:32][cH:33][cH:34]2)[cH:25][cH:26][c:27]1=[O:28]. Starting materials: CCO, Cc1ccnc(-c2cccc([N+](=O)[O-])c2)c1. The product is Cc1ccnc(-c2cccc(N)c2)c1. Reaction SMILES: [CH3:17][CH2:18][OH:19].[CH3:1][c:2]1[cH:3][c:4](-[c:8]2[cH:9][c:10]([N+:14]([O-:15])=[O:16])[cH:11][cH:12][cH:13]2)[n:5][cH:6][cH:7]1>>[CH3:1][c:2]1[cH:3][c:4](-[c:8]2[cH:9][c:10]([NH2:14])[cH:11][cH:12][cH:13]2)[n:5][cH:6][cH:7]1. Reactants: C(C1=CC=CC=C1)OC(C1=CC(=C(C=C1)C=1C=NC=C(C1)CC(=O)O)CN(CC)C(=O)OCC1=CC=CC=C1)=O (3-[(N-Benzyloxycarbonyl-N-ethyl-amino)-methyl]-4-(5-carboxymethyl-pyridin-3-yl)-benzoic acid benzyl ester), [Li+].[OH-] (LiOH). The solvent is CO (MeOH). Run at temperature 0 celsius, time 1 hour. Product: C(C1=CC=CC=C1)OC(=O)N(CC)CC=1C=C(C(=O)O)C=CC1C=1C=NC=C(C1)CC(=O)O (3-[(N-Benzyloxycarbonyl-N-ethyl-amino)-methyl]-4-(5-carboxymethyl-pyridin-3-yl)-benzoic acid). As a reaction SMILES: C([O:8][C:9](=[O:40])[C:10]1[CH:15]=[CH:14][C:13]([C:16]2[CH:17]=[N:18][CH:19]=[C:20]([CH2:22][C:23]([OH:25])=[O:24])[CH:21]=2)=[C:12]([CH2:26][N:27]([C:30]([O:32][CH2:33][C:34]2[CH:39]=[CH:38][CH:37]=[CH:36][CH:35]=2)=[O:31])[CH2:28][CH3:29])[CH:11]=1)C1C=CC=CC=1.[Li+].[OH-]>CO>[CH2:33]([O:32][C:30]([N:27]([CH2:26][C:12]1[CH:11]=[C:10]([CH:15]=[CH:14][C:13]=1[C:16]1[CH:17]=[N:18][CH:19]=[C:20]([CH2:22][C:23]([OH:25])=[O:24])[CH:21]=1)[C:9]([OH:40])=[O:8])[CH2:28][CH3:29])=[O:31])[C:34]1[CH:35]=[CH:36][CH:37]=[CH:38][CH:39]=1 |f:1.2|. Procedure details: 3-[(N-Benzyloxycarbonyl-N-ethyl-amino)-methyl]-4-(5-carboxymethyl-pyridin-3-yl)-benzoic acid benzyl ester (0.369 g, 0.68 mmol) was dissolved in MeOH (4 mL) and cooled to 0° C. 1N Aqueous LiOH (3 mL, 3 mmol) was added, and the reaction was stirred at room temperature for 1 hour. The mixture was quenched with 1N aqueous HCl (3 mL) and extracted with EtOAc. The combined organic layers were washed with H2O and concentrated, and the residue was purified by preparative HPLC to give Compound 1. The reactants are N1(CCCCC1)S(=O)(=O)C=1C=C(C(=O)O)C=CC1 (3-(piperidin-1-ylsulfonyl)benzoic acid), NC1=CC=C(C=C1)C(F)(F)F (4-aminobenzotrifluoride). Yields the product N1(CCCCC1)S(=O)(=O)C=1C=C(C(=O)NC2=CC=C(C=C2)C(F)(F)F)C=CC1 (3-(Piperidin-1-ylsulfonyl)-N-[4-(trifluoromethyl)phenyl]benzamide). RXN SMILES: [N:1]1([S:7]([C:10]2[CH:11]=[C:12]([CH:16]=[CH:17][CH:18]=2)[C:13]([OH:15])=O)(=[O:9])=[O:8])[CH2:6][CH2:5][CH2:4][CH2:3][CH2:2]1.[NH2:19][C:20]1[CH:25]=[CH:24][C:23]([C:26]([F:29])([F:28])[F:27])=[CH:22][CH:21]=1>>[N:1]1([S:7]([C:10]2[CH:11]=[C:12]([CH:16]=[CH:17][CH:18]=2)[C:13]([NH:19][C:20]2[CH:25]=[CH:24][C:23]([C:26]([F:27])([F:28])[F:29])=[CH:22][CH:21]=2)=[O:15])(=[O:8])=[O:9])[CH2:2][CH2:3][CH2:4][CH2:5][CH2:6]1. Reported procedure: The entitled compound was produced according to the method of Example 71 but using 3-(piperidin-1-ylsulfonyl)benzoic acid (100 mg) and 4-aminobenzotrifluoride (59 mg) as the starting materials. Reactants: CC(=O)OC(C)=O, COC(=O)c1sccc1C=Cc1cccc([N+](=O)[O-])c1. Product: COC(=O)c1sccc1C=Cc1cccc(NC(C)=O)c1. RXN SMILES: [CH3:21][C:22](=[O:23])[O:24][C:25](=[O:26])[CH3:27].[N+:1]([O-:2])(=[O:3])[c:4]1[cH:5][c:6]([CH:7]=[CH:8][c:9]2[c:10]([C:14](=[O:15])[O:16][CH3:17])[s:11][cH:12][cH:13]2)[cH:18][cH:19][cH:20]1>>[NH:1]([c:4]1[cH:5][c:6]([CH:7]=[CH:8][c:9]2[c:10]([C:14](=[O:15])[O:16][CH3:17])[s:11][cH:12][cH:13]2)[cH:18][cH:19][cH:20]1)[C:22]([CH3:21])=[O:23].